This data is from the Open Reaction Database (ORD), a public repository of structured organic reaction records. The task is: describe an organic reaction: reactants, conditions, products, and yield The reactants are CC(=O)OCCCCCC1=CCCC1=O, CO, CC(=O)O, N#C[K]. Product: CC(=O)OCCCCCC1C(=O)CCC1C#N. As a reaction SMILES: [C:4]([CH3:5])(=[O:6])[O:7][CH2:8][CH2:9][CH2:10][CH2:11][CH2:12][C:13]1=[CH:17][CH2:16][CH2:15][C:14]1=[O:18].[CH3:19][OH:20].[CH3:21][C:22](=[O:23])[OH:24].[K:1][C:2]#[N:3]>>[C:2](#[N:3])[CH:17]1[CH:13]([CH2:12][CH2:11][CH2:10][CH2:9][CH2:8][O:7][C:4]([CH3:5])=[O:6])[C:14](=[O:18])[CH2:15][CH2:16]1. Starting materials: B(Br)(Br)Br (BBr3), C(C)(=O)NC1=CC=C(C=C1)SC1=NC(=CC(=N1)NC=1NN=C(C1)C)C1=CC=C(C=C1)OC ([2-(4-acetamido-phenyl-sulfanyl)-6-(4-methoxyphenyl)-pyrimidin-4-yl]-(5-methyl-2H-pyrazol-3-yl)-amine), B(Br)(Br)Br (BBr3). Solvent: C(Cl)Cl (DCM), ClC(C)Cl (dichloroethane), C(Cl)Cl (DCM). Conditions: temperature 80 celsius, time 15 hour. Product: C(C)(=O)NC1=CC=C(C=C1)SC1=NC(=CC(=N1)NC=1NN=C(C1)C)C1=CC=C(C=C1)O ([2-(4-acetamido-phenyl-sulfanyl)-6-(4-hydroxyphenyl)-pyrimidin-4-yl]-(5-methyl-2H-pyrazol-3-yl)-amine). Reaction SMILES: [C:1]([NH:4][C:5]1[CH:10]=[CH:9][C:8]([S:11][C:12]2[N:17]=[C:16]([NH:18][C:19]3[NH:20][N:21]=[C:22]([CH3:24])[CH:23]=3)[CH:15]=[C:14]([C:25]3[CH:30]=[CH:29][C:28]([O:31]C)=[CH:27][CH:26]=3)[N:13]=2)=[CH:7][CH:6]=1)(=[O:3])[CH3:2].B(Br)(Br)Br>ClC(Cl)C.C(Cl)Cl>[C:1]([NH:4][C:5]1[CH:6]=[CH:7][C:8]([S:11][C:12]2[N:17]=[C:16]([NH:18][C:19]3[NH:20][N:21]=[C:22]([CH3:24])[CH:23]=3)[CH:15]=[C:14]([C:25]3[CH:26]=[CH:27][C:28]([OH:31])=[CH:29][CH:30]=3)[N:13]=2)=[CH:9][CH:10]=1)(=[O:3])[CH3:2]. Procedure details: A solution of [2-(4-acetamido-phenyl-sulfanyl)-6-(4-methoxyphenyl)-pyrimidin-4-yl]-(5-methyl-2H-pyrazol-3-yl)-amine (100 mg, 2.24.10−4 mol) in dichloroethane (5 mL) is treated with 1M BBr3 in DCM (896 μL, 8.96.10−4 mol). The mixture is then heated at 80° C. for 4 hours before 1M BBr3 in DCM (896 μL, 8.96.10−4 mol) is added. The reaction mixture is then heated at 80° C. for a further 3 hours. The solvent is evaporated and methanol is added to the residue to quench any residual BBr3. The solvent i... Reactants: ClC(=O)OC1=CC=C(C=C1)[N+](=O)[O-] (4-nitrophenyl chloroformate), N1=CC=CC=C1 (pyridine), NC1=CC=C(C=C1)N1C(COCC1)=O (4-(4-aminophenyl)morpholin-3-one), [Cl-].ClC1=CC=C(C=C1)NC(=O)[C@@H]1[NH2+]CCC1 ((R)-2-(4-chlorophenylcarbamoyl)pyrrolidinium chloride), C(C)N(C(C)C)C(C)C (N-ethyldiisopropylamine). Solvent: ClCCl (dichloromethane). Reaction conditions: time 1 hour. Yields the product ClC1=CC=C(C=C1)NC(=O)[C@@H]1N(CCC1)C(=O)NC1=CC=C(C=C1)N1C(COCC1)=O (2-N-[(4-chlorophenyl)]-1-N-{[4-(3-oxomorpholin-4-yl)phenyl]}-(R)-pyrrolidine-1,2-dicarboxamide). As a reaction SMILES: Cl[C:2](OC1C=CC([N+]([O-])=O)=CC=1)=[O:3].N1C=CC=CC=1.[NH2:20][C:21]1[CH:26]=[CH:25][C:24]([N:27]2[CH2:32][CH2:31][O:30][CH2:29][C:28]2=[O:33])=[CH:23][CH:22]=1.[Cl-].[Cl:35][C:36]1[CH:41]=[CH:40][C:39]([NH:42][C:43]([C@H:45]2[CH2:49][CH2:48][CH2:47][NH2+:46]2)=[O:44])=[CH:38][CH:37]=1.C(N(C(C)C)C(C)C)C>ClCCl>[Cl:35][C:36]1[CH:37]=[CH:38][C:39]([NH:42][C:43]([C@H:45]2[CH2:49][CH2:48][CH2:47][N:46]2[C:2]([NH:20][C:21]2[CH:22]=[CH:23][C:24]([N:27]3[CH2:32][CH2:31][O:30][CH2:29][C:28]3=[O:33])=[CH:25][CH:26]=2)=[O:3])=[O:44])=[CH:40][CH:41]=1 |f:3.4|. Procedure details: 1.01 g (5.00 mmol) of 4-nitrophenyl chloroformate and 0.404 ml (5.00 mmol) of pyridine are added to a solution of 961 mg (5.00 mmol) of 4-(4-aminophenyl)morpholin-3-one in 10 ml of dichloromethane, and the mixture is stirred at room temperature for 1 hour. 1.31 g (5.00 mmol) of (R)-2-(4-chlorophenylcarbamoyl)pyrrolidinium chloride and 2.55 ml (15.0 mmol) of N-ethyldiisopropylamine are added to the suspension. The reaction mixture is stirred at room temperature for 12 hours and then evaporated, a...